The task is: describe an organic reaction: reactants, conditions, products, and yield. This data is from the Open Reaction Database (ORD), a public repository of structured organic reaction records. Reactants: CC(C)(C)c1ccc(C=CC(=O)O)cc1, C1CCOC1, O=C(Cl)C(=O)Cl, ClCCl, Cl, [K+], [K+], Nc1cccc(O)c1, O=C([O-])[O-], CN(C)C=O. The product is CC(C)(C)c1ccc(C=CC(=O)Nc2cccc(O)c2)cc1. As a reaction SMILES: [C:1]([CH3:2])([CH3:3])([CH3:4])[c:5]1[cH:6][cH:7][c:8]([CH:9]=[CH:10][C:11](=[O:12])[OH:13])[cH:14][cH:15]1.[CH2:37]1[O:38][CH2:39][CH2:40][CH2:41]1.[Cl:16][C:17]([C:18]([Cl:19])=[O:20])=[O:21].[Cl:47][CH2:48][Cl:49].[ClH:36].[K+:30].[K+:31].[NH2:22][c:23]1[cH:24][cH:25][cH:26][c:27]([OH:28])[cH:29]1.[O-:32][C:33]([O-:34])=[O:35].[O:42]=[CH:43][N:44]([CH3:45])[CH3:46]>>[C:1]([CH3:2])([CH3:3])([CH3:4])[c:5]1[cH:6][cH:7][c:8]([CH:9]=[CH:10][C:11](=[O:13])[NH:22][c:23]2[cH:24][cH:25][cH:26][c:27]([OH:28])[cH:29]2)[cH:14][cH:15]1. Starting materials: CN(C)C(=O)Cl, CO, C[O-], CC(C)Nc1nc(Cl)nc(NCCS)n1, [Na+], [Na]. Yields the product CC(C)Nc1nc(Cl)nc(NCCSC(=O)N(C)C)n1. As a reaction SMILES: [CH3:20][N:21]([C:22](=[O:23])[Cl:24])[CH3:25].[CH3:26][OH:27].[CH3:2][O-:3].[Cl:5][c:6]1[n:7][c:8]([NH:16][CH2:17][CH2:18][SH:19])[n:9][c:10]([NH:12][CH:13]([CH3:14])[CH3:15])[n:11]1.[Na+:4].[Na:1]>>[Cl:5][c:6]1[n:7][c:8]([NH:16][CH2:17][CH2:18][S:19][C:22]([N:21]([CH3:20])[CH3:25])=[O:23])[n:9][c:10]([NH:12][CH:13]([CH3:14])[CH3:15])[n:11]1. The reactants are CC(=O)O, Cc1cc(NCc2ccc(Cl)c(Cl)c2)c2cccc(S(C)=O)c2n1, OO. Yields the product Cc1cc(NCc2ccc(Cl)c(Cl)c2)c2cccc(S(C)(=O)=O)c2n1. As a reaction SMILES: [CH3:27][C:28](=[O:29])[OH:30].[Cl:3][c:4]1[cH:5][c:6]([CH2:7][NH:8][c:9]2[cH:10][c:11]([CH3:22])[n:12][c:13]3[c:14]([S:19](=[O:20])[CH3:21])[cH:15][cH:16][cH:17][c:18]23)[cH:23][cH:24][c:25]1[Cl:26].[OH:1][OH:2]>>[O:1]=[S:19]([c:14]1[c:13]2[n:12][c:11]([CH3:22])[cH:10][c:9]([NH:8][CH2:7][c:6]3[cH:5][c:4]([Cl:3])[c:25]([Cl:26])[cH:24][cH:23]3)[c:18]2[cH:17][cH:16][cH:15]1)(=[O:20])[CH3:21]. Starting materials: Cc1cc(C(=O)O)cc(Cl)n1, C#Cc1cccc(N)c1. The reagents and catalysts are CCN=C=NCCCN(C)C.Cl (EDC-HCl), CCN(CC)CC (TEA), C1=CC=C2C(=C1)C(=O)N(C2=O)O (N-Hydroxyphthalimide). Run in CN(C)C=O (DMF), CN(C)C=O (DMF), CN(C)C=O (DMF), CN(C)C=O (DMF), CN(C)C=O (DMF), CN(C)C=O (DMF). Conditions: temperature 25 celsius, time 2 hour. Product: C#Cc1cccc(NC(=O)c2cc(C)nc(Cl)c2)c1. The yield is 2.5%. As a reaction SMILES: C#Cc1cccc(N)c1.Cc1cc(C(=O)O)cc(Cl)n1.CCN=C=NCCCN(C)C.Cl.C1=CC=C2C(=C1)C(=O)N(C2=O)O.CCN(CC)CC.CN(C)C=O>>C#Cc1cccc(NC(=O)c2cc(C)nc(Cl)c2)c1.